Task: describe an organic reaction: reactants, conditions, products, and yield. Dataset: the Open Reaction Database (ORD), a public repository of structured organic reaction records Starting materials: NC1=CC=C2C(=N1)C(=CN2)C2CCN(CC2)C (5-amino-3-(1-methylpiperidin-4-yl)pyrrolo[3,2-b]pyridine), ClC1=NC=CC=C1C(=O)Cl (2-chloro-3-pyridinecarbonyl chloride). Yields the product ClC1=NC=CC=C1C(=O)NC1=CC=C2C(=N1)C(=CN2)C2CCN(CC2)C (5-(N-[2-chloro-3-pyridinecarbonyl]amino)-3-(1-methylpiperidin-4-yl)pyrrolo[3,2-b]pyridine). As a reaction SMILES: [NH2:1][C:2]1[N:7]=[C:6]2[C:8]([CH:11]3[CH2:16][CH2:15][N:14]([CH3:17])[CH2:13][CH2:12]3)=[CH:9][NH:10][C:5]2=[CH:4][CH:3]=1.[Cl:18][C:19]1[C:24]([C:25](Cl)=[O:26])=[CH:23][CH:22]=[CH:21][N:20]=1>>[Cl:18][C:19]1[C:24]([C:25]([NH:1][C:2]2[N:7]=[C:6]3[C:8]([CH:11]4[CH2:16][CH2:15][N:14]([CH3:17])[CH2:13][CH2:12]4)=[CH:9][NH:10][C:5]3=[CH:4][CH:3]=2)=[O:26])=[CH:23][CH:22]=[CH:21][N:20]=1. Reported procedure: Beginning with 0.010 gm (0.044 mMol) 5-amino-3-(1-methylpiperidin-4-yl)pyrrolo[3,2-b]pyridine and 0.054 mMol 2-chloro-3-pyridinecarbonyl chloride, the title compound was prepared essentially by the procedure described in Example 7. Starting materials: C1=CC2=CC(=CC(=C2C(=C1)S(=O)(=O)O)N)S(=O)(=O)O (1-naphthylamine-3,8-disulfonic acid), [OH-].[Na+] (sodium hydroxide). Run in C(C)O (ethyl alcohol), O (water). The product is [Na+].[Na+].NC=1C=C(C=C2C=CC=C(C12)S(=O)(=O)[O-])S(=O)(=O)[O-] (8-amino-1,6-naphthalenedisulfonic acid disodium salt). The yield is 87.0%. As a reaction SMILES: [CH:1]1[CH:10]=[C:9]([S:11]([OH:14])(=[O:13])=[O:12])[C:8]2[C:3](=[CH:4][C:5]([S:16]([OH:19])(=[O:18])=[O:17])=[CH:6][C:7]=2[NH2:15])[CH:2]=1.[OH-].[Na+:21]>O.C(O)C>[Na+:21].[Na+:21].[NH2:15][C:7]1[CH:6]=[C:5]([S:16]([O-:19])(=[O:18])=[O:17])[CH:4]=[C:3]2[C:8]=1[C:9]([S:11]([O-:14])(=[O:13])=[O:12])=[CH:10][CH:1]=[CH:2]2 |f:1.2,5.6.7|. Procedure: To a solution of 25.0 g of 1-naphthylamine-3,8-disulfonic acid in 100 ml of water is added 20 ml of 5N sodium hydroxide with stirring. The mixture is warmed on a steambath and diluted with absolute ethyl alcohol to yield a crystalline precipitate. The solid is collected at room temperature and is washed with 75% aqueous ethyl alcohol, ethyl alcohol and ether. The product is dried in vacuo at 110° C. overnight to yield 22.8 g of (87%) 8-amino-1,6-naphthalenedisulfonic acid disodium salt. Starting materials: O=C([O-])[O-], CN1CCCC1=O, Cc1[nH]cc2c(=O)n(-c3ccc(Cl)cc3)nc-2c1-c1cccc(I)c1, [Cu], [K+], [K+], c1c[nH]cn1. RXN SMILES: [C:31](=[O:32])([O-:33])[O-:34].[CH3:37][N:38]1[CH2:39][CH2:40][CH2:41][C:42]1=[O:43].[Cl:1][c:2]1[cH:3][cH:4][c:5](-[n:8]2[n:9][c:10]3[c:15](-[c:16]4[cH:17][c:18]([I:22])[cH:19][cH:20][cH:21]4)[c:14]([CH3:23])[nH:13][cH:12][c:11]-3[c:24]2=[O:25])[cH:6][cH:7]1.[Cu:44].[K+:35].[K+:36].[nH:26]1[cH:27][n:28][cH:29][cH:30]1>>[Cl:1][c:2]1[cH:3][cH:4][c:5](-[n:8]2[n:9][c:10]3[c:15](-[c:16]4[cH:17][c:18](-[n:26]5[cH:27][n:28][cH:29][cH:30]5)[cH:19][cH:20][cH:21]4)[c:14]([CH3:23])[nH:13][cH:12][c:11]-3[c:24]2=[O:25])[cH:6][cH:7]1. The product is Cc1[nH]cc2c(=O)n(-c3ccc(Cl)cc3)nc-2c1-c1cccc(-n2ccnc2)c1.